This data is from the Open Reaction Database (ORD), a public repository of structured organic reaction records. The task is: describe an organic reaction: reactants, conditions, products, and yield Reactants: C1(=CC=CC=C1)OC(=O)Cl (Phenylchloroformate), COC(C1=CN=CC=C1)=O (Nicotinic acid methyl ester), C(CCCC)[Mg]Br (pentylmagnesium bromide). The solvent is O1CCCC1 (tetrahydrofuran). The product is C1(=CC=CC=C1)OC(=O)N1C=C(C=CC1CCCCC)C(=O)OC (6-Pentyl-6H-pyridine-1,3-dicarboxylic acid 3-methyl ester 1-phenyl ester). RXN SMILES: [C:1]1([O:7][C:8](Cl)=[O:9])[CH:6]=[CH:5][CH:4]=[CH:3][CH:2]=1.[CH3:11][O:12][C:13](=[O:20])[C:14]1[CH:19]=[CH:18][CH:17]=[N:16][CH:15]=1.[CH2:21]([Mg]Br)[CH2:22][CH2:23][CH2:24][CH3:25]>O1CCCC1>[C:1]1([O:7][C:8]([N:16]2[CH:17]([CH2:21][CH2:22][CH2:23][CH2:24][CH3:25])[CH:18]=[CH:19][C:14]([C:13]([O:12][CH3:11])=[O:20])=[CH:15]2)=[O:9])[CH:6]=[CH:5][CH:4]=[CH:3][CH:2]=1. Procedure details: Phenylchloroformate (1.83 mL, 14.6 mmol) was added dropwise to a solution of Nicotinic acid methyl ester (2.0 g, 14.6 mmol) in tetrahydrofuran (30 mL) at −20° C., and stirred for ten minutes. A solution of pentylmagnesium bromide (2 M in diethyl ether, 7.3 mL, 14.6 mmol) was added dropwise to the solution and stirred for 30 min at −20° C. The resulting solution was washed successively with saturated aqueous ammonium chloride and brine. The solution was dried over sodium sulfate, and the solvent ... The reactants are CC(=O)[O-], CC(=O)O, NCc1ccc(C(=O)O)cc1, [Na+], O. Product: CC(=O)NCc1ccc(C(=O)O)cc1. As a reaction SMILES: [CH3:13][C:14]([O-:15])=[O:16].[CH3:18][C:19](=[O:20])[OH:21].[NH2:1][CH2:2][c:3]1[cH:4][cH:5][c:6]([C:7](=[O:8])[OH:9])[cH:10][cH:11]1.[Na+:12].[OH2:17]>>[NH:1]([CH2:2][c:3]1[cH:4][cH:5][c:6]([C:7](=[O:8])[OH:9])[cH:10][cH:11]1)[C:14]([CH3:13])=[O:15].